From a dataset of the Open Reaction Database (ORD), a public repository of structured organic reaction records. describe an organic reaction: reactants, conditions, products, and yield Starting materials: O1CCCC=C1 (3,4-dihydro-2H-pyran), C(CO)(=O)OCC (ethyl glycolate), O.C1(=CC=C(C=C1)S(=O)(=O)O)C (4-toluenesulphonic acid monohydrate), N (ammonia). Run in C1(=CC=CC=C1)C (toluene), O (water), C1(=CC=CC=C1)C (toluene). Run at temperature 20 celsius, time 1 hour. Yields the product C(C)OC(COC1OCCCC1)=O (Ethyl(tetrahydropyran-2-yloxy)-acetate). Reaction SMILES: [C:1]([O:5][CH2:6][CH3:7])(=[O:4])[CH2:2][OH:3].O.C1(C)C=CC(S(O)(=O)=O)=CC=1.[O:20]1[CH:25]=[CH:24][CH2:23][CH2:22][CH2:21]1.N>C1(C)C=CC=CC=1.O>[CH2:6]([O:5][C:1](=[O:4])[CH2:2][O:3][CH:21]1[CH2:22][CH2:23][CH2:24][CH2:25][O:20]1)[CH3:7] |f:1.2|. Procedure: 20.00 kg (182.50 mol) ethyl glycolate (A) were dissolved in 60.0 L toluene and 71.04 g (0.366 mol) 4-toluenesulphonic acid monohydrate were added. A solution of 15.83 kg (182.50 mol) 3,4-dihydro-2H-pyran in 40.0 L toluene was added dropwise at 20° C. to the reaction mixture obtained. Then the reaction mixture was stirred for 1 hour at 20° C. and after the reaction had ended 37.0 L water and 3.69 L (49.28 mol) ammonia solution (25%) were added. After phase separation the organic phase was washed ... The product is Cc1ccc(C)n1-c1ccc(C(=O)c2ccc(Cl)c(S(N)(=O)=O)c2)cc1F. As a reaction SMILES: [CH3:28][N+:29]1([O-:30])[CH2:31][CH2:32][O:33][CH2:34][CH2:35]1.[CH3:44][CH2:45][CH2:46][N+:47]([CH2:48][CH2:49][CH3:50])([CH2:51][CH2:52][CH3:53])[CH2:54][CH2:55][CH3:56].[Cl:1][c:2]1[c:3]([S:24](=[O:25])(=[O:26])[NH2:27])[cH:4][c:5]([CH:8]([OH:9])[c:10]2[cH:11][c:12]([F:23])[c:13](-[n:16]3[c:17]([CH3:22])[cH:18][cH:19][c:20]3[CH3:21])[cH:14][cH:15]2)[cH:6][cH:7]1.[Cl:36][CH2:37][Cl:38].[O-:39][Ru:40](=[O:41])(=[O:42])=[O:43]>>[Cl:1][c:2]1[c:3]([S:24](=[O:25])(=[O:26])[NH2:27])[cH:4][c:5]([C:8](=[O:9])[c:10]2[cH:11][c:12]([F:23])[c:13](-[n:16]3[c:17]([CH3:22])[cH:18][cH:19][c:20]3[CH3:21])[cH:14][cH:15]2)[cH:6][cH:7]1. Starting materials: C[N+]1([O-])CCOCC1, CCC[N+](CCC)(CCC)CCC, Cc1ccc(C)n1-c1ccc(C(O)c2ccc(Cl)c(S(N)(=O)=O)c2)cc1F, ClCCl, O=[Ru](=O)(=O)[O-]. The reactants are CN(C(=S)SN)C (S-(di-methylthiocarbamyl)sulfenamide), CO (methanol), CC1=C(C=C(C=C1)N=C=O)N=C=O (Toluene-2,4-diisocyanate), CCCCC(CC)C(=O)O[Sn](CCCC)(CCCC)OC(=O)C(CC)CCCC (dibutyltin di-2-ethylhexanoate). The solvent is C1(=CC=CC=C1)C (toluene), C1(=CC=CC=C1)C (toluene). Conditions: temperature 75 celsius. Yields the product CN(C(=S)SNC(=O)NC1=CC(=C(C=C1)C)NC(=O)OC)C (N-Dimethylthiocarbamylthio-N'-(3-methoxycarbonylamino-4-methylphenyl)urea). Reaction SMILES: [CH3:1][C:2]1[CH:7]=[CH:6][C:5]([N:8]=[C:9]=[O:10])=[CH:4][C:3]=1[N:11]=[C:12]=[O:13].CCCCC(C(O[Sn](O[C:34](C(CCCC)CC)=[O:35])(CCCC)CCCC)=O)CC.[CH3:43][N:44]([CH3:49])[C:45]([S:47][NH2:48])=[S:46].CO>C1(C)C=CC=CC=1>[CH3:43][N:44]([CH3:49])[C:45]([S:47][NH:48][C:9]([NH:8][C:5]1[CH:6]=[CH:7][C:2]([CH3:1])=[C:3]([NH:11][C:12]([O:35][CH3:34])=[O:13])[CH:4]=1)=[O:10])=[S:46]. Reported procedure: Toluene-2,4-diisocyanate (17.9 g, 0.10 mole) and dibutyltin di-2-ethylhexanoate (0.20 g) were dissolved in toluene (100 ml). The solution was heated to 75° C., and then a solution of S-(di-methylthiocarbamyl)sulfenamide (13.6 g, 0.10 mole) in toluene (200 ml) was added slowly, with constant stirring, over a period of 45 minutes. When the addition was complete, the mixture was maintained at 70°-80° C. and stirred for an additional hour. Then anhydrous methanol (15 ml) was added. The slurry was st... The reactants are O[Li].O (LiOH.H2O), CC(C)(C)OC(COC1=CC=C(C=C1)C(C#CC1=C2/C(/C(NC2=CC=C1)=O)=C/C=1NC=CC1OC)O)=O (rac-(Z)-[4-[3-[2,3-dihydro-3-[(3-methoxy-1H-pyrrol-2-yl)methylene]-2-oxo-1H-indol-4-yl]-1-hydroxy-2-propynyl]phenoxy]acetic acid 1,1-dimethylethyl ester). Solvent: C1CCOC1 (THF), O (H2O). Product: COC1=C(NC=C1)\C=C\1/C(NC2=CC=CC(=C12)C#CC(O)C1=CC=C(OCC(=O)O)C=C1)=O (rac-(Z)-[4-[3-[2,3-dihydro-3-[(3-methoxy-1H-pyrrol-2-yl)methylene]-2-oxo-1H-indol-4-yl]-1-hydroxy-2-propynyl]phenoxy]acetic acid). As a reaction SMILES: CC([O:5][C:6](=[O:37])[CH2:7][O:8][C:9]1[CH:14]=[CH:13][C:12]([CH:15]([OH:36])[C:16]#[C:17][C:18]2[CH:26]=[CH:25][CH:24]=[C:23]3[C:19]=2/[C:20](=[CH:28]/[C:29]2[NH:30][CH:31]=[CH:32][C:33]=2[O:34][CH3:35])/[C:21](=[O:27])[NH:22]3)=[CH:11][CH:10]=1)(C)C.O[Li].O>C1COCC1.O>[CH3:35][O:34][C:33]1[CH:32]=[CH:31][NH:30][C:29]=1/[CH:28]=[C:20]1\[C:21](=[O:27])[NH:22][C:23]2[C:19]\1=[C:18]([C:17]#[C:16][CH:15]([C:12]1[CH:11]=[CH:10][C:9]([O:8][CH2:7][C:6]([OH:37])=[O:5])=[CH:14][CH:13]=1)[OH:36])[CH:26]=[CH:25][CH:24]=2 |f:1.2|. Procedure: Using Method F above, rac-(Z)-[4-[3-[2,3-dihydro-3-[(3-methoxy-1H-pyrrol-2-yl)methylene]-2-oxo-1H-indol-4-yl]-1-hydroxy-2-propynyl]phenoxy]acetic acid 1,1-dimethylethyl ester (from Example 58 above) (30 mg, 0.061 mmol) was hydrolyzed with LiOH.H2O (58 mg, 1.22 mmol) in THF (0.5 mL) and H2O (0.5 mL) for 12 h, yielding rac-(Z)-[4-[3-[2,3-dihydro-3-[(3-methoxy-1H-pyrrol-2-yl)methylene]-2-oxo-1H-indol-4-yl]-1-hydroxy-2-propynyl]phenoxy]acetic acid. (Yield 24 mg, 89%). The reactants are CNC(=S)NCCOCC=1N=CNC1 (N-methyl-N'-[2-(4-imidazolylmethoxy)ethyl]thiourea), NC=1SC(=NN1)CO (2-amino-5-hydroxymethyl-1,3,4-thiadiazole), 4(5)-[(3-aminopropyl)thiomethyl]-imidazole dihydrobromide. The product is CNC(=S)NCCCSCC=1N=CNC1 (N-methyl-N'-[3-(4-imidazolylmethylthio)-propyl]thiourea). Reaction SMILES: [CH3:1][NH:2][C:3]([NH:5][CH2:6][CH2:7]OCC1N=CNC=1)=[S:4].N[C:16]1[S:17][C:18]([CH2:21]O)=NN=1>>[CH3:1][NH:2][C:3]([NH:5][CH2:6][CH2:7][CH2:16][S:17][CH2:18][C:21]1[N:5]=[CH:3][NH:2][CH:1]=1)=[S:4]. Reported procedure: By the method of Example 58 (i) and (ii) 4(5)-hydroxymethylimidazole was converted first to the intermediate 4(5)-[(3-aminopropyl)thiomethyl]-imidazole dihydrobromide and thence to the title compound (m.p. 118°-120° C, after recrystallisation from water). Reactants: COCCCn1ncc2ccc([N+](=O)[O-])cc21, CO, [H][H]. Product: COCCCn1ncc2ccc(N)cc21. RXN SMILES: [CH3:1][O:2][CH2:3][CH2:4][CH2:5][n:6]1[n:7][cH:8][c:9]2[cH:10][cH:11][c:12]([N+:15]([O-:16])=[O:17])[cH:13][c:14]12.[CH3:20][OH:21].[H:18][H:19]>>[CH3:1][O:2][CH2:3][CH2:4][CH2:5][n:6]1[n:7][cH:8][c:9]2[cH:10][cH:11][c:12]([NH2:15])[cH:13][c:14]12. Starting materials: O=C1N(CN(C2=CC=CC=C12)C)CCO (2-(4-oxo-1-methyl-1,2,3,4-tetrahydroquinazolin-3-yl) ethanol), O=C1N(CN(C2=CC=CC=C12)C1=NC=CC=C1)CCO (2-[4-oxo-1-(2-pyridyl)-1,2,3,4-tetrahydroquinazolin-3-yl]ethanol), O=C1N(CN(C2=CC=CC=C12)C1=CC=CC=C1)CCO (2-(4-oxo-1-phenyl-1,2,3,4-tetrahydroquinazolin-3-yl)ethanol). Yields the product C(C1=CC=CC=C1)=O (benzaldehyde), O=C1N(CN(C2=CC=CC=C12)C1=NC=CC=C1)CCOC1=CC=C(C=O)C=C1 (4-[2-[4-oxo-1-(2-pyridyl)-1,2,3,4-tetrahydroquinazolin-3-yl]ethoxy]benzaldehyde), Compound. RXN SMILES: [O:1]=[C:2]1[C:11]2[C:6](=[CH:7][CH:8]=[CH:9][CH:10]=2)N(C2C=CC=CC=2)CN1CCO.[O:21]=[C:22]1[C:31]2[C:26](=[CH:27][CH:28]=[CH:29][CH:30]=2)N(C)CN1CCO.[O:36]=[C:37]1[C:46]2[C:41](=[CH:42][CH:43]=[CH:44][CH:45]=2)[N:40]([C:47]2[CH:52]=[CH:51][CH:50]=[CH:49][N:48]=2)[CH2:39][N:38]1[CH2:53][CH2:54][OH:55]>>[CH:2](=[O:1])[C:11]1[CH:6]=[CH:7][CH:8]=[CH:9][CH:10]=1.[O:36]=[C:37]1[C:46]2[C:41](=[CH:42][CH:43]=[CH:44][CH:45]=2)[N:40]([C:47]2[CH:52]=[CH:51][CH:50]=[CH:49][N:48]=2)[CH2:39][N:38]1[CH2:53][CH2:54][O:55][C:28]1[CH:27]=[CH:26][C:31]([CH:22]=[O:21])=[CH:30][CH:29]=1. Reported procedure: Reactions were carried out in the same manner as in the Preparation Example 3, except that 2-(4-oxo-1-phenyl-1,2,3,4-tetrahydroquinazolin-3-yl)ethanol was replaced by 2-(4-oxo-1-methyl-1,2,3,4-tetrahydroquinazolin-3-yl) ethanol or 2-[4-oxo-1-(2-pyridyl)-1,2,3,4-tetrahydroquinazolin-3-yl]ethanol, to produce 4-[2-(4-oxo-1-methyl-1,2,3,4)-tetrahydroquinazolin-3-yl)ethoxy]benzaldehyde (Compound 4L) and 4-[2-[4-oxo-1-(2-pyridyl)-1,2,3,4-tetrahydroquinazolin-3-yl]ethoxy]benzaldehyde (Compound 4M) , re...